The task is: describe an organic reaction: reactants, conditions, products, and yield. This data is from the Open Reaction Database (ORD), a public repository of structured organic reaction records. Starting materials: FC1=CC=C(C=C1)[N+](=O)[O-] (1-fluoro-4-nitrobenzene), Cl.Cl.CN1[C@@H](CNCC1)CO ([(2S)-1-methylpiperazin-2-yl]methanol dihydrochloride), C([O-])([O-])=O.[K+].[K+] (potassium carbonate), CS(=O)C (dimethylsulfoxide). The solvent is C(C)(=O)OCC (ethyl acetate), O (water). Run at temperature 120 celsius, time 3 hour. Yields the product CN1[C@@H](CN(CC1)C1=CC=C(C=C1)[N+](=O)[O-])CO ([(2S)-1-methyl-4-(4-nitrophenyl)piperazin-2-yl]methanol). As a reaction SMILES: F[C:2]1[CH:7]=[CH:6][C:5]([N+:8]([O-:10])=[O:9])=[CH:4][CH:3]=1.Cl.Cl.[CH3:13][N:14]1[CH2:19][CH2:18][NH:17][CH2:16][C@H:15]1[CH2:20][OH:21].C(=O)([O-])[O-].[K+].[K+].CS(C)=O>C(OCC)(=O)C.O>[CH3:13][N:14]1[CH2:19][CH2:18][N:17]([C:2]2[CH:7]=[CH:6][C:5]([N+:8]([O-:10])=[O:9])=[CH:4][CH:3]=2)[CH2:16][C@H:15]1[CH2:20][OH:21] |f:1.2.3,4.5.6|. Procedure: A mixture of 1-fluoro-4-nitrobenzene (418 μL), [(2S)-1-methylpiperazin-2-yl]methanol dihydrochloride (0.8 g), potassium carbonate (2.45 g), and dimethylsulfoxide (8 mL) was stirred at 120° C. for 3 hours. To the reactant were added water and ethyl acetate, followed by liquid separation. The organic phase was washed with saturated brine and dried over anhydrous magnesium sulfate, and then the solvent was evaporated under reduced pressure. The obtained residue was purified by silica gel column chr... The reactants are [BH4-].[Na+] (Sodium borohydride), CC1=C(C=CC(=C1)C(=O)N1C2=C(NC=3N(N=CC3C1)C)C=CC=C2)CCC(=O)N2CCC(CC2)=O (1-{3-[2-methyl-4-(3-methyl-4,10-dihydro-3H-2,3,4,9-tetraaza-benzo[f]azulene-9-carbonyl)-phenyl]-propionyl}-piperidin-4-one), [BH4-].[Na+] (Sodium borohydride). The solvent is CO.C(C)(=O)O (methanol acetic acid). Reaction conditions: time 1 hour. Yields the product OC1CCN(CC1)C(CCC1=C(C=C(C=C1)C(=O)N1C2=C(NC=3N(N=CC3C1)C)C=CC=C2)C)=O (1-(4-Hydroxy-piperidin-1-yl)-3-[2-methyl-4-(3-methyl-4,10-dihydro-3H-2,3,4,9-tetraaza-benzo[f]azulene-9-carbonyl)-phenyl]-propan-1-one). Yield: 53.8%. As a reaction SMILES: [BH4-].[Na+].[CH3:3][C:4]1[CH:9]=[C:8]([C:10]([N:12]2[CH2:21][C:20]3[CH:19]=[N:18][N:17]([CH3:22])[C:16]=3[NH:15][C:14]3[CH:23]=[CH:24][CH:25]=[CH:26][C:13]2=3)=[O:11])[CH:7]=[CH:6][C:5]=1[CH2:27][CH2:28][C:29]([N:31]1[CH2:36][CH2:35][C:34](=[O:37])[CH2:33][CH2:32]1)=[O:30]>CO.C(O)(=O)C>[OH:37][CH:34]1[CH2:33][CH2:32][N:31]([C:29](=[O:30])[CH2:28][CH2:27][C:5]2[CH:6]=[CH:7][C:8]([C:10]([N:12]3[CH2:21][C:20]4[CH:19]=[N:18][N:17]([CH3:22])[C:16]=4[NH:15][C:14]4[CH:23]=[CH:24][CH:25]=[CH:26][C:13]3=4)=[O:11])=[CH:9][C:4]=2[CH3:3])[CH2:36][CH2:35]1 |f:0.1,3.4|. Procedure details: Sodium borohydride (4 mg, 0.1 mmol) was added to a solution of 1-{3-[2-methyl-4-(3-methyl-4,10-dihydro-3H-2,3,4,9-tetraaza-benzo[f]azulene-9-carbonyl)-phenyl]-propionyl}-piperidin-4-one (Compound number 701) (50 mg, 0.11 mmol) in methanol/acetic acid (99:1, v/v, 100 ml) and the mixture was stirred at room temperature for 1 h. Sodium borohydride (4 mg, 0.11 mmol) was added again and the mixture was stirred for 1 h at room temperature then concentrated in vacuo. The residue was dissolved in di-chl... Starting materials: CC(C)(C)OC(=O)N1CCC(CN)CC1, CCOC(C)=O, CC#N, Cc1ccc(S(=O)(=O)n2cc(I)c3c(Cl)nc(Cl)nc32)cc1, Cl, O. The product is Cc1ccc(S(=O)(=O)n2cc(I)c3c(NCC4CCN(C(=O)OC(C)(C)C)CC4)nc(Cl)nc32)cc1. RXN SMILES: [C:24](=[O:25])([O:26][C:27]([CH3:28])([CH3:29])[CH3:30])[N:31]1[CH2:32][CH2:33][CH:34]([CH2:37][NH2:38])[CH2:35][CH2:36]1.[CH3:40][CH2:41][O:42][C:43]([CH3:44])=[O:45].[CH3:46][C:47]#[N:48].[Cl:1][c:2]1[n:3][c:4]([Cl:22])[c:5]2[c:6]([n:7]1)[n:8]([S:12](=[O:13])(=[O:14])[c:15]1[cH:16][cH:17][c:18]([CH3:19])[cH:20][cH:21]1)[cH:9][c:10]2[I:11].[ClH:23].[OH2:39]>>[Cl:1][c:2]1[n:3][c:4]([NH:38][CH2:37][CH:34]2[CH2:33][CH2:32][N:31]([C:24](=[O:25])[O:26][C:27]([CH3:28])([CH3:29])[CH3:30])[CH2:36][CH2:35]2)[c:5]2[c:6]([n:7]1)[n:8]([S:12](=[O:13])(=[O:14])[c:15]1[cH:16][cH:17][c:18]([CH3:19])[cH:20][cH:21]1)[cH:9][c:10]2[I:11]. Starting materials: C1COCCO1, CO, Cl, CCCCOc1nc(N)c2nc(OC)n(CCCN3CCC3)c2n1. The product is CCCCOc1nc(N)c2[nH]c(=O)n(CCCN3CCC3)c2n1. As a reaction SMILES: [CH2:26]1[O:27][CH2:28][CH2:29][O:30][CH2:31]1.[CH3:32][OH:33].[ClH:25].[N:1]1([CH2:5][CH2:6][CH2:7][n:8]2[c:9]3[n:10][c:11]([O:20][CH2:21][CH2:22][CH2:23][CH3:24])[n:12][c:13]([NH2:19])[c:14]3[n:15][c:16]2[O:17][CH3:18])[CH2:2][CH2:3][CH2:4]1>>[N:1]1([CH2:5][CH2:6][CH2:7][n:8]2[c:9]3[n:10][c:11]([O:20][CH2:21][CH2:22][CH2:23][CH3:24])[n:12][c:13]([NH2:19])[c:14]3[nH:15][c:16]2=[O:17])[CH2:2][CH2:3][CH2:4]1.